Dataset: the Open Reaction Database (ORD), a public repository of structured organic reaction records. Task: describe an organic reaction: reactants, conditions, products, and yield The reactants are CC(COC(CNC([C@@H](CC1=CC=CC=C1)CN1C[C@@H]([C@](CC1)(C)C1=CC(=CC=C1)O)C)=O)=O)C ((2S, 3R, 4R)[[2-[[4-(3-hydroxyphenyl)-3,4-dimethyl-1-piperidinyl ]methyl]-1-oxo-3-phenylpropyl]-amino]acetic acid 2-methylpropyl ester), C(C)O (ethanol), [OH-].[Na+] (sodium hydroxide). Run in 3A, O (Water). Yields the product O.O.OC=1C=C(C=CC1)[C@]1([C@H](CN(CC1)C[C@@H](C(=O)NCC(=O)O)CC1=CC=CC=C1)C)C ((2S, 3R, 4R)[[2-[[4-(3-hydroxyphenyl)-3,4-dimethyl-1-piperidinyl ]methyl]-1-oxo-3-phenylpropyl]-amino]acetic acid dihydrate), O.OC=1C=C(C=CC1)[C@]1([C@H](CN(CC1)C[C@@H](C(=O)O)CC1=CC=CC=C1)C)C ((αS,3R,4R)-4-(3-hydroxyphenyl)-3,4-dimethyl -α-(phenylmethyl)-1-piperidine propanoic acid monohydrate). RXN SMILES: CC(C)C[O:4][C:5](=[O:34])[CH2:6][NH:7][C:8](=[O:33])[C@H:9]([CH2:17][N:18]1[CH2:23][CH2:22][C@:21]([C:25]2[CH:30]=[CH:29][CH:28]=[C:27]([OH:31])[CH:26]=2)([CH3:24])[C@@H:20]([CH3:32])[CH2:19]1)[CH2:10][C:11]1[CH:16]=[CH:15][CH:14]=[CH:13][CH:12]=1.C([OH:38])C.[OH-:39].[Na+]>O>[OH2:4].[OH2:38].[OH:31][C:27]1[CH:26]=[C:25]([C@:21]2([CH3:24])[CH2:22][CH2:23][N:18]([CH2:17][C@H:9]([CH2:10][C:11]3[CH:12]=[CH:13][CH:14]=[CH:15][CH:16]=3)[C:8]([NH:7][CH2:6][C:5]([OH:34])=[O:4])=[O:33])[CH2:19][C@@H:20]2[CH3:32])[CH:30]=[CH:29][CH:28]=1.[OH2:39].[OH:31][C:27]1[CH:26]=[C:25]([C@:21]2([CH3:24])[CH2:22][CH2:23][N:18]([CH2:17][C@H:9]([CH2:10][C:11]3[CH:12]=[CH:13][CH:14]=[CH:15][CH:16]=3)[C:8]([OH:33])=[O:38])[CH2:19][C@@H:20]2[CH3:32])[CH:30]=[CH:29][CH:28]=1 |f:2.3,5.6.7,8.9|. Procedure details: A solution of a compound of Example 1 (12.5 g, 0.026 mol, 1.0 equiv) in 315 mL of 3A ethanol was charged to round bottom flask. Water (74.0 mL) was added to the mixture. Aqueous solution of sodium hydroxide ((1.0 M) 0.077 mol, 3.0 equiv) was added dropwise over 10-15 minutes at 25°-30° C. The solution was stirred and then filtered. The pH of the solution was adjusted from 12.50 to 6.00 by addition of concentrated hydrochloric acid. The solution was seeded and (2S,3R,4R)[[2-[[4-(3-hydroxyphenyl)-... The reactants are C(C)S(=O)(=O)Cl (ethanesulfonyl chloride), C(C)S(=O)(=O)Cl (Ethanesulfonyl chloride), NC1=C2C=CN(C2=CC=C1)C(C(=O)OC)(CC)C1=CC=C(C=C1)Cl (methyl 2-(4-amino-1H-indol-1-yl)-2-(4-chlorophenyl)butanoate), CN1CCOCC1 (4-methylmorpholine). The solvent is C(Cl)Cl (DCM). Reaction conditions: time 30 minute. Product: ClC1=CC=C(C=C1)C(C(=O)OC)(CC)N1C=CC2=C(C=CC=C12)NS(=O)(=O)CC (methyl 2-(4-chlorophenyl)-2-(4-(ethylsulfonamido)-1H-indol-1-yl)butanoate). RXN SMILES: [CH2:1]([S:3](Cl)(=[O:5])=[O:4])[CH3:2].[NH2:7][C:8]1[CH:16]=[CH:15][CH:14]=[C:13]2[C:9]=1[CH:10]=[CH:11][N:12]2[C:17]([C:24]1[CH:29]=[CH:28][C:27]([Cl:30])=[CH:26][CH:25]=1)([CH2:22][CH3:23])[C:18]([O:20][CH3:21])=[O:19].CN1CCOCC1>C(Cl)Cl>[Cl:30][C:27]1[CH:26]=[CH:25][C:24]([C:17]([N:12]2[C:13]3[C:9](=[C:8]([NH:7][S:3]([CH2:1][CH3:2])(=[O:5])=[O:4])[CH:16]=[CH:15][CH:14]=3)[CH:10]=[CH:11]2)([CH2:22][CH3:23])[C:18]([O:20][CH3:21])=[O:19])=[CH:29][CH:28]=1. Procedure: Ethanesulfonyl chloride (0.26 g, 2 mmol) was added to a stirred solution of methyl 2-(4-amino-1H-indol-1-yl)-2-(4-chlorophenyl)butanoate (0.58 g, 1.7 mmol), as described in Example 3 Step B, and 4-methylmorpholine (0.25 g, 2.5 mmol) in DCM (8 mL) at 0° C. After 30 min, an additional portion of ethanesulfonyl chloride (0.1 g, 1 mmol) was added. After 1 h, the reaction mixture was partitioned between DCM and saturated aqueous ammonium chloride. The layers were separated and the aqueous layer was e... Starting materials: C(C)C1=C(C(=CC=C1)CC)NC(=N)NC1=C(C=CC=C1CC)CC (N,N'-bis-(2,6-diethylphenyl) guanidine), ClC(C1=CC(=CC=C1)C)Cl (α,α-dichloro-m-xylene), C([O-])([O-])=O.[K+].[K+] (potassium carbonate). Run in C1(=CC=CC=C1)C (toluene). Yields the product C(C)C1=C(C(=CC=C1)CC)NC(=NCC1=CC(=CC=C1)CCl)NC1=C(C=CC=C1CC)CC (N,N'-bis-(2,6-diethylphenyl)-N"-(3-chloromethylphenyl) methylguanidine). Yield: 32.5%. Reaction SMILES: [CH2:1]([C:3]1[CH:8]=[CH:7][CH:6]=[C:5]([CH2:9][CH3:10])[C:4]=1[NH:11][C:12]([NH:14][C:15]1[C:20]([CH2:21][CH3:22])=[CH:19][CH:18]=[CH:17][C:16]=1[CH2:23][CH3:24])=[NH:13])[CH3:2].[Cl:25][CH:26](Cl)[C:27]1[CH:32]=[CH:31][CH:30]=[C:29]([CH3:33])[CH:28]=1.C(=O)([O-])[O-].[K+].[K+]>C1(C)C=CC=CC=1>[CH2:1]([C:3]1[CH:8]=[CH:7][CH:6]=[C:5]([CH2:9][CH3:10])[C:4]=1[NH:11][C:12]([NH:14][C:15]1[C:20]([CH2:21][CH3:22])=[CH:19][CH:18]=[CH:17][C:16]=1[CH2:23][CH3:24])=[N:13][CH2:33][C:29]1[CH:30]=[CH:31][CH:32]=[C:27]([CH2:26][Cl:25])[CH:28]=1)[CH3:2] |f:2.3.4|. Procedure: 9.7 g (0.03 mole) of N,N'-bis-(2,6-diethylphenyl) guanidine, 5.7 g (0.033 mole) of α,α-dichloro-m-xylene and 2.1 g (0.015 mole) of anhydrous potassium carbonate were added to 50 ml of toluene. The thus-formed mixture was then refluxed under heating for 10 hours. After the mixture had been allowed to cool, the insoluble substance was removed by filtration. The thus-obtained filtrate was washed with water and then concentrated for the purpose of recovering the solvent and unreacted raw materials t... Procedure details: 1.03 g of ethyl [2,3-dichloro-4-(1-ethoxymethyl-5-pyrazolylcarbonyl)phenoxy]acetate are dissolved in 25 ml of ethanol, and 6 ml of concentrated hydrochloric acid are added thereto. The mixture is stirred at 60°-65° C. for 3.5 hours. The reaction mixture is cooled, adjusted to pH 8-9 by addition of an aqueous saturated sodium bicarbonate solution under ice-cooling, and then extracted with ethyl acetate. The extract is washed successively with an aqueous saturated sodium bicarbonate solution and w... Solvent: C(C)O (ethanol). The yield is 61.3%. Conditions: time 3.5 hour. Yields the product ClC1=C(OCC(=O)OCC)C=CC(=C1Cl)C(=O)C1=CC=NN1 (ethyl [2,3-dichloro-4-(5-pyrazolylcarbonyl)phenoxy]acetate). The reactants are Cl (hydrochloric acid), ClC1=C(OCC(=O)OCC)C=CC(=C1Cl)C(=O)C1=CC=NN1COCC (ethyl [2,3-dichloro-4-(1-ethoxymethyl-5-pyrazolylcarbonyl)phenoxy]acetate), C([O-])(O)=O.[Na+] (sodium bicarbonate). As a reaction SMILES: [Cl:1][C:2]1[C:14]([Cl:15])=[C:13]([C:16]([C:18]2[N:22](COCC)[N:21]=[CH:20][CH:19]=2)=[O:17])[CH:12]=[CH:11][C:3]=1[O:4][CH2:5][C:6]([O:8][CH2:9][CH3:10])=[O:7].Cl.C(=O)(O)[O-].[Na+]>C(O)C>[Cl:1][C:2]1[C:14]([Cl:15])=[C:13]([C:16]([C:18]2[NH:22][N:21]=[CH:20][CH:19]=2)=[O:17])[CH:12]=[CH:11][C:3]=1[O:4][CH2:5][C:6]([O:8][CH2:9][CH3:10])=[O:7] |f:2.3|. Reactants: O=c1cc[nH]c2cc(F)cnc12, [Na+], [OH-], O=P(Cl)(Cl)Cl. Yields the product Fc1cnc2c(Cl)ccnc2c1. Reaction SMILES: [F:1][c:2]1[cH:3][n:4][c:5]2[c:6](=[O:12])[cH:7][cH:8][nH:9][c:10]2[cH:11]1.[Na+:19].[OH-:18].[P:13]([Cl:14])([Cl:15])([Cl:16])=[O:17]>>[F:1][c:2]1[cH:3][n:4][c:5]2[c:6]([Cl:15])[cH:7][cH:8][n:9][c:10]2[cH:11]1. Starting materials: C1CCNC1, ClCCl, [Na+], COc1cc(C=O)ccc1O, [OH-], O. Product: COc1cc(CN2CCCC2)ccc1O. Reaction SMILES: [CH2:1]1[CH2:2][CH2:3][NH:4][CH2:5]1.[Cl:20][CH2:21][Cl:22].[Na+:18].[O:6]=[CH:7][c:8]1[cH:9][c:10]([O:11][CH3:12])[c:13]([OH:14])[cH:15][cH:16]1.[OH-:17].[OH2:19]>>[CH2:1]1[CH2:2][CH2:3][N:4]([CH2:7][c:8]2[cH:9][c:10]([O:11][CH3:12])[c:13]([OH:14])[cH:15][cH:16]2)[CH2:5]1. The reactants are O=C(n1ccnc1)n1ccnc1, C1CCOC1, CNOC, Cl, O=C(O)c1nn(-c2cccc(C(F)(F)F)c2)ccc1=O, O. The product is CON(C)C(=O)c1nn(-c2cccc(C(F)(F)F)c2)ccc1=O. RXN SMILES: [C:21]([n:22]1[cH:23][cH:24][n:25][cH:26]1)([n:27]1[cH:28][cH:29][n:30][cH:31]1)=[O:32].[CH2:38]1[O:39][CH2:40][CH2:41][CH2:42]1.[CH3:34][O:35][NH:36][CH3:37].[ClH:33].[O:1]=[c:2]1[c:3]([C:18](=[O:19])[OH:20])[n:4][n:5](-[c:8]2[cH:9][c:10]([C:14]([F:15])([F:16])[F:17])[cH:11][cH:12][cH:13]2)[cH:6][cH:7]1.[OH2:43]>>[O:1]=[c:2]1[c:3]([C:18](=[O:20])[N:36]([O:35][CH3:34])[CH3:37])[n:4][n:5](-[c:8]2[cH:9][c:10]([C:14]([F:15])([F:16])[F:17])[cH:11][cH:12][cH:13]2)[cH:6][cH:7]1.